This data is from the Open Reaction Database (ORD), a public repository of structured organic reaction records. The task is: describe an organic reaction: reactants, conditions, products, and yield Reactants: CC(Br)c1cccc(F)c1, CC(Br)Br, C[SiH](C)C, [Cl-], Clc1cc(Cl)ncn1, C1CCOC1, O, [Zn]. Product: CC(c1cccc(F)c1)c1cc(Cl)ncn1. Reaction SMILES: [Br:10][CH:11]([CH3:12])[c:13]1[cH:14][c:15]([F:19])[cH:16][cH:17][cH:18]1.[Br:1][CH:2]([Br:3])[CH3:4].[CH3:6][SiH:7]([CH3:8])[CH3:9].[Cl-:5].[Cl:20][c:21]1[n:22][cH:23][n:24][c:25]([Cl:27])[cH:26]1.[O:28]1[CH2:29][CH2:30][CH2:31][CH2:32]1.[OH2:34].[Zn:33]>>[CH:11]([CH3:12])([c:13]1[cH:14][c:15]([F:19])[cH:16][cH:17][cH:18]1)[c:25]1[n:24][cH:23][n:22][c:21]([Cl:20])[cH:26]1. Reactants: C1CCOC1, O=C1OC(CO)C(c2ccccc2)N1c1ccc(Oc2ccc(Cl)cc2)cc1, [H-], CI, [Na+], [Na+], O=C([O-])O. The product is COCC1OC(=O)N(c2ccc(Oc3ccc(Cl)cc3)cc2)C1c1ccccc1. RXN SMILES: [CH2:38]1[O:39][CH2:40][CH2:41][CH2:42]1.[Cl:1][c:2]1[cH:3][cH:4][c:5]([O:6][c:7]2[cH:8][cH:9][c:10]([N:13]3[C:14](=[O:26])[O:15][CH:16]([CH2:24][OH:25])[CH:17]3[c:18]3[cH:19][cH:20][cH:21][cH:22][cH:23]3)[cH:11][cH:12]2)[cH:27][cH:28]1.[H-:30].[I:31][CH3:32].[Na+:29].[Na+:37].[O-:33][C:34]([OH:35])=[O:36]>>[Cl:1][c:2]1[cH:3][cH:4][c:5]([O:6][c:7]2[cH:8][cH:9][c:10]([N:13]3[C:14](=[O:26])[O:15][CH:16]([CH2:24][O:25][CH3:34])[CH:17]3[c:18]3[cH:19][cH:20][cH:21][cH:22][cH:23]3)[cH:11][cH:12]2)[cH:27][cH:28]1. Starting materials: CC(C)(C)N(C(=O)[O-])C1CCC(CCN2C(=O)COc3ccc(C#N)cc32)CC1, N#Cc1ccc2ccc(=O)n(CCN3CCC(N)CC3)c2c1. Product: N#Cc1ccc2c(c1)N(CCC1CCC(N)CC1)C(=O)CO2. As a reaction SMILES: [C:1]([N:5]([C:2](=[O:3])[O-:4])[CH:9]1[CH2:10][CH2:11][CH:12]([CH2:15][CH2:16][N:17]2[C:18](=[O:29])[CH2:19][O:20][c:21]3[c:22]2[cH:23][c:24]([C:27]#[N:28])[cH:25][cH:26]3)[CH2:13][CH2:14]1)([CH3:6])([CH3:7])[CH3:8].[NH2:30][CH:31]1[CH2:32][CH2:33][N:34]([CH2:35][CH2:36][n:37]2[c:38]3[c:39]([cH:40][cH:41][c:42]([C:43]#[N:44])[cH:45]3)[cH:46][cH:47][c:48]2=[O:49])[CH2:50][CH2:51]1>>[NH2:5][CH:9]1[CH2:10][CH2:11][CH:12]([CH2:15][CH2:16][N:17]2[C:18](=[O:29])[CH2:19][O:20][c:21]3[c:22]2[cH:23][c:24]([C:27]#[N:28])[cH:25][cH:26]3)[CH2:13][CH2:14]1. The reactants are CC(C)(C)C(=O)Cl, C1CCOC1, NCc1ccc(Cl)c([N+](=O)[O-])c1. Yields the product CC(C)(C)C(=O)NCc1ccc(Cl)c([N+](=O)[O-])c1. RXN SMILES: [C:1]([C:2]([CH3:3])([CH3:4])[CH3:5])(=[O:6])[Cl:7].[CH2:20]1[O:21][CH2:22][CH2:23][CH2:24]1.[Cl:8][c:9]1[c:10]([N+:17](=[O:18])[O-:19])[cH:11][c:12]([CH2:13][NH2:14])[cH:15][cH:16]1>>[C:1]([C:2]([CH3:3])([CH3:4])[CH3:5])(=[O:6])[NH:14][CH2:13][c:12]1[cH:11][c:10]([N+:17](=[O:18])[O-:19])[c:9]([Cl:8])[cH:16][cH:15]1. The reactants are CCc1cc(C=O)cc(C)c1CCC(=O)O, CN1CCCC1=O, CCOCC, Cl, NO. Yields the product CCc1cc(C#N)cc(C)c1CCC(=O)O. Reaction SMILES: [CH2:1]([CH3:2])[c:3]1[c:4]([CH2:12][CH2:13][C:14](=[O:15])[OH:16])[c:5]([CH3:11])[cH:6][c:7]([CH:9]=[O:10])[cH:8]1.[CH3:20][N:21]1[CH2:22][CH2:23][CH2:24][C:25]1=[O:26].[CH3:27][CH2:28][O:29][CH2:30][CH3:31].[ClH:17].[NH2:18][OH:19]>>[CH2:1]([CH3:2])[c:3]1[c:4]([CH2:12][CH2:13][C:14](=[O:15])[OH:16])[c:5]([CH3:11])[cH:6][c:7]([C:9]#[N:18])[cH:8]1. Reactants: CC(C)(C)OC(=O)N1CCNCC1, CN(C)C=O, On1nnc2ccccc21, O=C(O)c1ccc(CN(Cc2ncc[nH]2)Cc2ncc[nH]2)cc1. Reaction SMILES: [C:34](=[O:35])([O:36][C:37]([CH3:38])([CH3:39])[CH3:40])[N:41]1[CH2:42][CH2:43][NH:44][CH2:45][CH2:46]1.[O:47]=[CH:48][N:49]([CH3:50])[CH3:51].[OH:24][n:25]1[c:26]2[c:27]([cH:28][cH:29][cH:30][cH:31]2)[n:32][n:33]1.[nH:1]1[c:2]([CH2:6][N:7]([CH2:8][c:9]2[nH:10][cH:11][cH:12][n:13]2)[CH2:14][c:15]2[cH:16][cH:17][c:18]([C:19](=[O:20])[OH:21])[cH:22][cH:23]2)[n:3][cH:4][cH:5]1>>[nH:1]1[c:2]([CH2:6][N:7]([CH2:8][c:9]2[nH:10][cH:11][cH:12][n:13]2)[CH2:14][c:15]2[cH:16][cH:17][c:18]([C:19](=[O:20])[N:44]3[CH2:43][CH2:42][N:41]([C:34](=[O:35])[O:36][C:37]([CH3:38])([CH3:39])[CH3:40])[CH2:46][CH2:45]3)[cH:22][cH:23]2)[n:3][cH:4][cH:5]1. Product: CC(C)(C)OC(=O)N1CCN(C(=O)c2ccc(CN(Cc3ncc[nH]3)Cc3ncc[nH]3)cc2)CC1. The reactants are C(C)Br (ethyl bromide), ClC1=C(N)C(=CC=C1)C (2-Chloro-6-methylaniline), C(C)(C)(C)OC(=O)NC=1SC(=CN1)C(=O)OCC (Ethyl 2-[(tert-butoxycarbonyl)amino]-1,3-thiazole-5-carboxylate), [Cl-].[NH4+] (ammonium chloride), [Mg] (Magnesium), solution. Reagents/catalysts: II (Iodine). Solvent: O1CCCC1 (Tetrahydrofuran), O1CCCC1 (tetrahydrofuran), C(C)(=O)OCC (Ethyl acetate). Conditions: temperature 27 celsius, time 5 minute. Yields the product C(C)Br (ethyl bromide), ClC1=C(C(=CC=C1)C)NC(=O)C1=CN=C(S1)NC(OC(C)(C)C)=O (tert-butyl {5-[(2-chloro-6-methylphenyl)carbamoyl]-1,3-thiazol-2-yl}carbamate). Reaction SMILES: [Mg].[CH2:2]([Br:4])[CH3:3].[Cl:5][C:6]1[CH:12]=[CH:11][CH:10]=[C:9]([CH3:13])[C:7]=1[NH2:8].[C:14]([O:18][C:19]([NH:21][C:22]1[S:23][C:24]([C:27](OCC)=[O:28])=[CH:25][N:26]=1)=[O:20])([CH3:17])([CH3:16])[CH3:15].[Cl-].[NH4+]>O1CCCC1.II.C(OCC)(=O)C>[CH2:2]([Br:4])[CH3:3].[Cl:5][C:6]1[CH:12]=[CH:11][CH:10]=[C:9]([CH3:13])[C:7]=1[NH:8][C:27]([C:24]1[S:23][C:22]([NH:21][C:19](=[O:20])[O:18][C:14]([CH3:16])([CH3:15])[CH3:17])=[N:26][CH:25]=1)=[O:28] |f:4.5|. Procedure details: Magnesium turnings (3.87 g) were charged into a round bottom flask. Tetrahydrofuran (15 mL) was added to the flask. A solution of ethyl bromide (16 g in 60 mL tetrahydrofuran) was prepared and 10 mL of this solution was slowly charged to the round bottom flask. Iodine (30 mg) was added to the reaction mixture and stirred at 25° C. to 32° C. for 5 minutes. The reaction mixture was warmed to 27° C. and the remaining amount of ethyl bromide was added slowly over 30 minutes. The reaction mixture was...